The task is: describe an organic reaction: reactants, conditions, products, and yield. This data is from the Open Reaction Database (ORD), a public repository of structured organic reaction records. Reactants: CCCCCN1N=C(C(=O)OCC)CC1c1ccccc1, CCOCC, Cl, [Li+], C1CCOC1, [OH-], O. Product: CCCCCN1N=C(C(=O)O)CC1c1ccccc1. RXN SMILES: [CH2:1]([CH2:2][CH2:3][CH2:4][CH3:5])[N:6]1[N:7]=[C:8]([C:17](=[O:18])[O:19][CH2:20][CH3:21])[CH2:9][CH:10]1[c:11]1[cH:12][cH:13][cH:14][cH:15][cH:16]1.[CH3:31][CH2:32][O:33][CH2:34][CH3:35].[ClH:25].[Li+:23].[O:26]1[CH2:27][CH2:28][CH2:29][CH2:30]1.[OH-:24].[OH2:22]>>[CH2:1]([CH2:2][CH2:3][CH2:4][CH3:5])[N:6]1[N:7]=[C:8]([C:17](=[O:18])[OH:19])[CH2:9][CH:10]1[c:11]1[cH:12][cH:13][cH:14][cH:15][cH:16]1. Yields the product C(=O)NC(CCSC)C(=O)N (Nα -formyl-DL-methionine amide). Procedure details: 30 g (0.20 mole) DL-methionine amide were agitated with 250 ml methyl formate for two days at room temperature, during which fine, slightly yellow crystals developed. They were filtered off and recrystallized out of a mixture of 150 ml hexane and 160 ml ethanol. After cooling off, filtering, washing and drying, 23 g (55%) Nα -formyl-DL-methionine amide were obtained in the form of colorless crystals with a melting point of 121-122° C. The reactants are NC(CCSC)C(=O)N (DL-methionine amide), C(=O)OC (methyl formate). The yield is 55.0%. Reaction SMILES: [NH2:1][CH:2]([C:7]([NH2:9])=[O:8])[CH2:3][CH2:4][S:5][CH3:6].[CH:10](OC)=[O:11]>>[CH:10]([NH:1][CH:2]([C:7]([NH2:9])=[O:8])[CH2:3][CH2:4][S:5][CH3:6])=[O:11]. Reactants: FC1=CC=C(C=C1)N1C(=CC=C1C1=CC=C(C=C1)S(=O)(=O)C)C (1-(4-fluorophenyl)-2-methyl-5-[4-(methylsulfonyl)phenyl)-1H-pyrrole), BrN1C(CCC1=O)=O (N-bromosuccinimide). The solvent is C1CCOC1 (THF). Conditions: temperature 20 celsius, time 18 hour. Yields the product BrC1=C(N(C(=C1)C1=CC=C(C=C1)S(=O)(=O)C)C1=CC=C(C=C1)F)C (3-bromo-1-(4-fluorophenyl)-2-methyl-5-[4-(methylsulfonyl)phenyl]-1H-pyrrole). Isolated yield 88.2%. Reaction SMILES: [F:1][C:2]1[CH:7]=[CH:6][C:5]([N:8]2[C:12]([C:13]3[CH:18]=[CH:17][C:16]([S:19]([CH3:22])(=[O:21])=[O:20])=[CH:15][CH:14]=3)=[CH:11][CH:10]=[C:9]2[CH3:23])=[CH:4][CH:3]=1.[Br:24]N1C(=O)CCC1=O>C1COCC1>[Br:24][C:10]1[CH:11]=[C:12]([C:13]2[CH:18]=[CH:17][C:16]([S:19]([CH3:22])(=[O:21])=[O:20])=[CH:15][CH:14]=2)[N:8]([C:5]2[CH:4]=[CH:3][C:2]([F:1])=[CH:7][CH:6]=2)[C:9]=1[CH3:23]. Reported procedure: To a solution of 1-(4-fluorophenyl)-2-methyl-5-[4-(methylsulfonyl)phenyl]-1H-pyrrole (Example 1) (3.3 g, 10 mmol) in THF (80 ml) at -70° C., N-bromosuccinimide (1.78 g, 10 mmol) was added over 10 minutes. The reaction was warmed to 20° C. over 3 hours and stirred for 18 hours. After dilution with aqueous sodium bicarbonate, the mixture was extracted with ethyl acetate. The organic fractions were washed with water, dried (MgSO4), filtered and concentrated. The crude yellowish liquid (4.52 g) was ... Reactants: BrC=1C=C(C(=O)Cl)C=CC1 (3-bromo-benzoyl chloride), N1CCCC1 (pyrrolidine). Solvent: C(Cl)Cl (DCM). Reaction conditions: time 4 hour. Yields the product BrC=1C=C(C=CC1)C(=O)N1CCCC1 ((3-Bromo-phenyl)-pyrrolidin-1-yl-methanone). Reaction SMILES: [Br:1][C:2]1[CH:3]=[C:4]([CH:8]=[CH:9][CH:10]=1)[C:5](Cl)=[O:6].[NH:11]1[CH2:15][CH2:14][CH2:13][CH2:12]1>C(Cl)Cl>[Br:1][C:2]1[CH:3]=[C:4]([C:5]([N:11]2[CH2:15][CH2:14][CH2:13][CH2:12]2)=[O:6])[CH:8]=[CH:9][CH:10]=1. Procedure details: A solution of 3-bromo-benzoyl chloride (2.7 g, 12 mmol) in DCM (40 mL) was chilled to zero degrees and treated with pyrrolidine (3 mL, 36.8 mmol). Reaction was allowed to come to room temperature and stir for 4 h. Mixture was then poured onto water and washed once. Organic phase then washed with brine, dried over sodium sulfate, filtered and evaporated to amber oil (3.1 g, 100%).